describe an organic reaction: reactants, conditions, products, and yield From a dataset of the Open Reaction Database (ORD), a public repository of structured organic reaction records. Starting materials: Compound 77, O.O.CC1=C(C(=CC(=C1)C)C)S(=O)(=O)O (2,4,6-trimethylbenzenesulfonic acid dihydrate), [N+](=[N-])=CC(CCCCCCC)=O (1-diazo-2-nonanone). The solvent is CCOCC (ether). The product is O=C(COS(=O)(=O)C1=C(C=C(C=C1C)C)C)CCCCCCC (2-oxononanyl-2,4,6-trimethylbenzene sulfonate). Isolated yield 69.0%. RXN SMILES: [N+](=[CH:3][C:4](=[O:12])[CH2:5][CH2:6][CH2:7][CH2:8][CH2:9][CH2:10][CH3:11])=[N-].O.O.[CH3:15][C:16]1[CH:21]=[C:20]([CH3:22])[CH:19]=[C:18]([CH3:23])[C:17]=1[S:24]([OH:27])(=[O:26])=[O:25]>CCOCC>[O:12]=[C:4]([CH2:5][CH2:6][CH2:7][CH2:8][CH2:9][CH2:10][CH3:11])[CH2:3][O:27][S:24]([C:17]1[C:18]([CH3:23])=[CH:19][C:20]([CH3:22])=[CH:21][C:16]=1[CH3:15])(=[O:25])=[O:26] |f:1.2.3|. Procedure: A 1.0 g quantity of 1-diazo-2-nonanone is dissolved in 30 ml of ether, and 2.0 g of 2,4,6-trimethylbenzenesulfonic acid dihydrate is slowly added to the solution at room temperature. The same procedure as in Example 1 is thereafter repeated to give 1.4 g of 2-oxononanyl-2,4,6-trimethylbenzene sulfonate in the form of a colorless transparent oil (Compound 77). The reactants are ClC1=CC=C(C=C1)/C=C/CN1CCN(CC1)C1=C(C=CC(=C1)F)[N+](=O)[O-] (1-[(E)-3-(4-chloro-phenyl)-allyl]-4-(5-fluoro-2-nitro-phenyl)-piperazine), S(=O)([O-])S(=O)[O-].[Na+].[Na+] (sodium dithionite). Solvent: C(C)O (ethanol), O (water). Conditions: temperature 60 celsius, time 1 hour. Yields the product ClC1=CC=C(C=C1)/C=C/CN1CCN(CC1)C1=C(C=CC(=C1)F)N (1-[(E)-3-(4-chloro-phenyl)-allyl]-4-(5-fluoro-2-amino-phenyl)-piperazine). Isolated yield 55.7%. As a reaction SMILES: [Cl:1][C:2]1[CH:7]=[CH:6][C:5](/[CH:8]=[CH:9]/[CH2:10][N:11]2[CH2:16][CH2:15][N:14]([C:17]3[CH:22]=[C:21]([F:23])[CH:20]=[CH:19][C:18]=3[N+:24]([O-])=O)[CH2:13][CH2:12]2)=[CH:4][CH:3]=1.S(S([O-])=O)([O-])=O.[Na+].[Na+]>C(O)C.O>[Cl:1][C:2]1[CH:7]=[CH:6][C:5](/[CH:8]=[CH:9]/[CH2:10][N:11]2[CH2:12][CH2:13][N:14]([C:17]3[CH:22]=[C:21]([F:23])[CH:20]=[CH:19][C:18]=3[NH2:24])[CH2:15][CH2:16]2)=[CH:4][CH:3]=1 |f:1.2.3|. Procedure details: To a stirred suspension of the compound obtained in Step A (8.0 g) in ethanol (66 ml) and water (80 ml) at 60° C. was added sodium dithionite (11 g). The resulting mixture was stirred at 60° C. for 1 hour then ethanol was removed in vacuo. The suspension was extracted three times with ethyl acetate, the combined organic layers were dried over sodium sulfate and concentrated in vacuo. The residue was filtered on silica gel (eluent ethyl acetate) to afford 1-[(E)-3-(4-chloro-phenyl)-allyl]-4-(5-fl... Reactants: O=S1CCN(c2nc(Cl)nc3c(NCCCCCO)ncnc23)CC1, NCCO. Product: O=S1CCN(c2nc(NCCO)nc3c(NCCCCCO)ncnc23)CC1. RXN SMILES: [Cl:1][c:2]1[n:3][c:4]([N:19]2[CH2:20][CH2:21][S:22](=[O:25])[CH2:23][CH2:24]2)[c:5]2[c:6]([n:7]1)[c:8]([NH:12][CH2:13][CH2:14][CH2:15][CH2:16][CH2:17][OH:18])[n:9][cH:10][n:11]2.[OH:26][CH2:27][CH2:28][NH2:29]>>[c:2]1([NH:29][CH2:28][CH2:27][OH:26])[n:3][c:4]([N:19]2[CH2:20][CH2:21][S:22](=[O:25])[CH2:23][CH2:24]2)[c:5]2[c:6]([n:7]1)[c:8]([NH:12][CH2:13][CH2:14][CH2:15][CH2:16][CH2:17][OH:18])[n:9][cH:10][n:11]2. Reactants: CCN1CCC(N)CC1, CCN(C(C)C)C(C)C, COC(=O)c1c(O)c2ccsc2n(C(C)C)c1=O, Cc1ccccc1C. Product: CCN1CCC(NC(=O)c2c(O)c3ccsc3n(C(C)C)c2=O)CC1. As a reaction SMILES: [CH2:19]([CH3:20])[N:21]1[CH2:22][CH2:23][CH:24]([NH2:27])[CH2:25][CH2:26]1.[CH:28]([N:29]([CH:30]([CH3:31])[CH3:32])[CH2:33][CH3:34])([CH3:35])[CH3:36].[OH:1][c:2]1[c:3]2[c:4]([n:5]([CH:13]([CH3:14])[CH3:15])[c:6](=[O:12])[c:7]1[C:8]([O:10][CH3:9])=[O:11])[s:16][cH:17][cH:18]2.[c:37]1([CH3:38])[c:39]([CH3:40])[cH:41][cH:42][cH:43][cH:44]1>>[OH:1][c:2]1[c:3]2[c:4]([n:5]([CH:13]([CH3:14])[CH3:15])[c:6](=[O:12])[c:7]1[C:8](=[O:10])[NH:27][CH:24]1[CH2:23][CH2:22][N:21]([CH2:19][CH3:20])[CH2:26][CH2:25]1)[s:16][cH:17][cH:18]2.